Task: describe an organic reaction: reactants, conditions, products, and yield. Dataset: the Open Reaction Database (ORD), a public repository of structured organic reaction records Starting materials: Cl (HCl), [OH-].[K+] (KOH), FC1=C(C(=CC=C1)[N+](=O)[O-])C (2-fluoro-6-nitrotoluene), C=O (paraformaldehyde). Run in C(C)O (ethanol), CS(=O)C (DMSO), O (water). Run at time 3 day. Product: FC1=C(CCO)C(=CC=C1)[N+](=O)[O-] (2-fluoro-6-nitrophenethyl alcohol). Reaction SMILES: [OH-:1].[K+].[F:3][C:4]1[CH:9]=[CH:8][CH:7]=[C:6]([N+:10]([O-:12])=[O:11])[C:5]=1[CH3:13].[CH2:14]=O.Cl>C(O)C.CS(C)=O.O>[F:3][C:4]1[CH:9]=[CH:8][CH:7]=[C:6]([N+:10]([O-:12])=[O:11])[C:5]=1[CH2:13][CH2:14][OH:1] |f:0.1|. Procedure: According to the procedure of L. Florvall et al. J. Med. Chem. 29, 1406 (1986), a solution of KOH (0.75 g) in ethanol (5 mL) was added to a mixture of 2-fluoro-6-nitrotoluene (77.5 g, 0.5 mole) and paraformaldehyde (15 g, 0.5 mole) in DMSO (75 mL). The dark solution was stirred for 3 days at room temperature, diluted with water (1.2 L), neutralized with 2.5N HCl (to pH 6.5) and extracted with ether (3×). The extracts were washed with brine (1×), dried (MgSO4) and evaporated to dryness to yield a... The reactants are CCOC(=O)c1ncn2c1CN(C)C(=O)c1ccccc1-2, N, O=[N+]([O-])O, O=S(=O)(O)O. The product is CCOC(=O)c1ncn2c1CN(C)C(=O)c1cc([N+](=O)[O-])ccc1-2. Reaction SMILES: [CH3:1][N:2]1[CH2:3][c:4]2[n:5]([cH:14][n:15][c:16]2[C:17](=[O:18])[O:19][CH2:20][CH3:21])-[c:6]2[c:7]([cH:10][cH:11][cH:12][cH:13]2)[C:8]1=[O:9].[NH3:22].[OH:23][N+:24]([O-:25])=[O:26].[S:27](=[O:28])(=[O:29])([OH:30])[OH:31]>>[CH3:1][N:2]1[CH2:3][c:4]2[n:5]([cH:14][n:15][c:16]2[C:17](=[O:18])[O:19][CH2:20][CH3:21])-[c:6]2[c:7]([cH:10][c:11]([N+:24](=[O:23])[O-:25])[cH:12][cH:13]2)[C:8]1=[O:9]. The reactants are CC#N, CC(=O)[O-], CC(=O)[O-], CC12CCC3C(CC=C4CC5(CCC43C)OCCO5)C1CCC2=O, C1CCOC1, C[Si](C)(C)[N-][Si](C)(C)C, C[Si](C)(C)Cl, ClCCl, [Li+], [Pd+2]. The product is CC12CCC3C(CC=C4CC5(CCC43C)OCCO5)C1C=CC2=O. RXN SMILES: [C:40](#[N:41])[CH3:42].[C:51]([O-:52])(=[O:53])[CH3:54].[C:56]([O-:57])(=[O:58])[CH3:59].[CH2:1]1[CH2:2][O:3][C:4]2([CH2:5][C:6]3=[CH:7][CH2:8][CH:9]4[CH:10]5[CH2:11][CH2:12][C:13](=[O:23])[C:14]5([CH3:15])[CH2:16][CH2:17][CH:18]4[C:19]3([CH3:22])[CH2:20][CH2:21]2)[O:24]1.[CH2:46]1[O:47][CH2:48][CH2:49][CH2:50]1.[CH3:25][Si:26]([N-:27][Si:28]([CH3:29])([CH3:30])[CH3:31])([CH3:32])[CH3:33].[Cl:35][Si:36]([CH3:37])([CH3:38])[CH3:39].[Cl:43][CH2:44][Cl:45].[Li+:34].[Pd+2:55]>>[CH2:1]1[CH2:2][O:3][C:4]2([CH2:5][C:6]3=[CH:7][CH2:8][CH:9]4[CH:10]5[CH:11]=[CH:12][C:13](=[O:23])[C:14]5([CH3:15])[CH2:16][CH2:17][CH:18]4[C:19]3([CH3:22])[CH2:20][CH2:21]2)[O:24]1. Starting materials: C(O)([O-])=O.[Na+] (sodium hydrogencarbonate), CO (methanol), C1(CCCC1)OC=1C=C(C=CC1OC)C(C)=O (1-(3-cyclopentoxy-4-methoxyphenyl)ethanone), [Br-].[Br-].[Br-].C[N+](C1=CC=CC=C1)(C)C.C[N+](C)(C)C1=CC=CC=C1.C[N+](C)(C)C1=CC=CC=C1 (trimethylphenylammonium tribromide). Solvent: O (water). Reaction conditions: time 40 minute. Yields the product BrCC(=O)C1=CC(=C(C=C1)OC)OC1CCCC1 (2-Bromo-1-(3-cyclopentoxy-4-methoxyphenyl)ethanone). The yield is 41.7%. RXN SMILES: CO.[CH:3]1([O:8][C:9]2[CH:10]=[C:11]([C:17](=[O:19])[CH3:18])[CH:12]=[CH:13][C:14]=2[O:15][CH3:16])[CH2:7][CH2:6][CH2:5][CH2:4]1.[Br-:20].[Br-].[Br-].C[N+](C)(C)C1C=CC=CC=1.C[N+](C1C=CC=CC=1)(C)C.C[N+](C1C=CC=CC=1)(C)C.C(=O)([O-])O.[Na+]>O>[Br:20][CH2:18][C:17]([C:11]1[CH:12]=[CH:13][C:14]([O:15][CH3:16])=[C:9]([O:8][CH:3]2[CH2:4][CH2:5][CH2:6][CH2:7]2)[CH:10]=1)=[O:19] |f:2.3.4.5.6.7,8.9|. Procedure details: To 200 ml of methanol solution containing 11.6 g (49.5 mmol) of 1-(3-cyclopentoxy-4-methoxyphenyl)ethanone (see Bioorg. Med. Chem. Lett. 2003, 13, 2355) was added 20.47 g (54.5 mmol) of trimethylphenylammonium tribromide at room temperature, and the mixture was stirred at room temperature for 40 minutes. After completion of the reaction, water was added to the reaction mixture, and the mixture was neutralized with a saturated aqueous solution of sodium hydrogencarbonate and then extracted with c... Starting materials: product, C=1C=CC2=C(C1)N=NN2O (HOBT), CC(C)(C)OC(=O)N[C@H](C1=CC=CC=C1)C(=O)O (BOC-D-phenylglycine), C(=O)(O)[O-].[Na+] (NaHCO3). Solvent: C(Cl)Cl (CH2Cl2). Conditions: temperature 23 celsius, time 18 hour. Yields the product O(C(C)C)C(C)C (iPr2O), 1,1-dimethylethyl-[[[1-[[(3,5-dichlorobenzoyl)methylamine]methyl]-2-(3,4-dichlorophenyl)-5-methyl-hexen-1-ylidene]amino]oxy]-2-oxo-1-phenylethyl, C(N)([O-])=O (carbamate). Isolated yield 494.7%. Reaction SMILES: C1C=C[C:4]2N(O)N=N[C:5]=2[CH:6]=1.[CH3:11][C:12]([O:15][C:16]([NH:18][C@@H](C(O)=O)C1C=CC=CC=1)=[O:17])(C)[CH3:13].C([O-])(O)=O.[Na+]>C(Cl)Cl>[O:15]([CH:5]([CH3:4])[CH3:6])[CH:12]([CH3:13])[CH3:11].[C:16](=[O:15])([O-:17])[NH2:18] |f:2.3|. Reported procedure: Dissolve the product of Step 2 (134 g) in CH2Cl2 (1.5 L). Treat sequentially with HOBT (44.6 g), BOC-D-phenylglycine (86.3 g) and DEC (65.9 g). Stir the mixture at 23° C. for 18 h, heat at reflux temperature for 2 h, recool to 23° C., treat with saturated NaHCO3 solution (500 mL), separate the organic portion, dry (MgSO4), filter and concentrate. Recrystallize the crude material, once from Et2O and twice from iPr2O to give 1,1-dimethylethyl-[[[1-[[(3,5-dichlorobenzoyl)methylamine]methyl]-2-(3,4-... Reactants: C1(=CC=CC=C1)C1CC(C2=C(N1)C1=C(S2)C=C(C=C1)F)=O (2-phenyl-7-fluoro-2,3-dihydro-benzothieno[3,2-b]pyridin-4(1H)-one), C1(=CC=CC=C1)C1CC(C2=C(N1)C1=C(S2)C=CC=C1)=O (2-phenyl-2,3-dihydro-benzo[4,5]thieno[3,2-b]pyridin-4(1H)-one). Product: C1(=CC=CC=C1)C1=CC(=C2C(=N1)C1=C(S2)C=C(C=C1)F)O (2-phenyl-7-fluoro-4-hydroxyl-benzothieno[3,2-b]pyridine). Reaction SMILES: [C:1]1([CH:7]2[NH:12][C:11]3[C:13]4[CH:19]=[CH:18][C:17]([F:20])=[CH:16][C:14]=4[S:15][C:10]=3[C:9](=[O:21])[CH2:8]2)[CH:6]=[CH:5][CH:4]=[CH:3][CH:2]=1.C1(C2NC3C4C=CC=CC=4SC=3C(=O)C2)C=CC=CC=1>>[C:1]1([C:7]2[N:12]=[C:11]3[C:13]4[CH:19]=[CH:18][C:17]([F:20])=[CH:16][C:14]=4[S:15][C:10]3=[C:9]([OH:21])[CH:8]=2)[CH:6]=[CH:5][CH:4]=[CH:3][CH:2]=1. Procedure details: The procedure was similar to step S3E, while the starting material was 17D in stead of 3D.